Task: describe an organic reaction: reactants, conditions, products, and yield. Dataset: the Open Reaction Database (ORD), a public repository of structured organic reaction records Reactants: CC#N, COC(=O)CC1CCc2c1ccc(C=O)c2C, [O-][Cl+][O-], [Na+], [Na+], O, OO, O=S([O-])O. Product: COC(=O)CC1CCc2c1ccc(C(=O)O)c2C. As a reaction SMILES: [CH3:29][C:30]#[N:31].[CH:1](=[O:2])[c:3]1[c:4]([CH3:17])[c:5]2[c:9]([cH:10][cH:11]1)[CH:8]([CH2:12][C:13](=[O:14])[O:15][CH3:16])[CH2:7][CH2:6]2.[Cl+:20]([O-:21])[O-:22].[Na+:23].[Na+:28].[OH2:32].[OH:18][OH:19].[S:24](=[O:25])([OH:26])[O-:27]>>[C:1](=[O:2])([c:3]1[c:4]([CH3:17])[c:5]2[c:9]([cH:10][cH:11]1)[CH:8]([CH2:12][C:13](=[O:14])[O:15][CH3:16])[CH2:7][CH2:6]2)[OH:21]. The yield is 39.8%. Product: N1(CCCC1)C1=C(C=C2C(C(=CN3C2=C1CC3C)C(=O)O)=O)F (9-(1-pyrrolidinyl)-8-fluoro-2-methyl-1,2-dihydro-6-oxo-pyrrolo[3,2,1-ij]quinoline-5-carboxylic acid). Solvent: CN(P(N(C)C)(N(C)C)=O)C (hexamethylphosphoric triamide), CN(P(N(C)C)(N(C)C)=O)C (hexamethylphosphoric triamide). RXN SMILES: Cl[C:2]1[C:11]2[CH2:12][CH:13]([CH3:14])[N:9]3[C:10]=2[C:5]([C:6](=[O:18])[C:7]([C:15]([OH:17])=[O:16])=[CH:8]3)=[CH:4][C:3]=1[F:19].[NH:20]1[CH2:24][CH2:23][CH2:22][C:21]1=O>CN(C)P(=O)(N(C)C)N(C)C>[N:20]1([C:2]2[C:11]3[CH2:12][CH:13]([CH3:14])[N:9]4[C:10]=3[C:5]([C:6](=[O:18])[C:7]([C:15]([OH:17])=[O:16])=[CH:8]4)=[CH:4][C:3]=2[F:19])[CH2:24][CH2:23][CH2:22][CH2:21]1. The reactants are ClC1=C(C=C2C(C(=CN3C2=C1CC3C)C(=O)O)=O)F (9-chloro-8-fluoro-2-methyl-1,2-dihydro-6-oxo-pyrrolo[3,2,1-ij]quinoline-5-carboxylic acid), N1C(CCC1)=O (pyrrolidone), stainless steel. Reported procedure: A mixture of 56 g of 9-chloro-8-fluoro-2-methyl-1,2-dihydro-6-oxo-pyrrolo[3,2,1-ij]quinoline-5-carboxylic acid, 71 g of pyrrolidone and 60 ml of hexamethylphosphoric triamide in a stainless steel autoclave was reacted at 150° C. for 8 hours. After completion of reaction, hexamethylphosphoric triamide was distilled off under reduced pressure and the residue was recrystallized repeatedly from dimethylformamide to give 25 g of 9-(1-pyrrolidinyl)-8-fluoro-2-methyl-1,2-dihydro-6-oxo-pyrrolo[3,2,1-ij]... The reactants are C, CC(=O)Oc1ccccc1-c1cc(C(=O)OCc2ccccc2)c2ccccc2n1, CO, [H][H], O, [Pd]. Yields the product CC(=O)Oc1ccccc1-c1cc(C(=O)O)c2ccccc2n1. As a reaction SMILES: [C:36].[CH2:3]([c:4]1[cH:5][cH:6][cH:7][cH:8][cH:9]1)[O:10][C:11](=[O:12])[c:13]1[cH:14][c:15](-[c:23]2[c:24]([O:29][C:30]([CH3:31])=[O:32])[cH:25][cH:26][cH:27][cH:28]2)[n:16][c:17]2[cH:18][cH:19][cH:20][cH:21][c:22]12.[CH3:1][OH:2].[H:33][H:34].[OH2:35].[Pd:37]>>[O:10]=[C:11]([OH:12])[c:13]1[cH:14][c:15](-[c:23]2[c:24]([O:29][C:30]([CH3:31])=[O:32])[cH:25][cH:26][cH:27][cH:28]2)[n:16][c:17]2[cH:18][cH:19][cH:20][cH:21][c:22]12.